Task: describe an organic reaction: reactants, conditions, products, and yield. Dataset: the Open Reaction Database (ORD), a public repository of structured organic reaction records Starting materials: O (water), C([O-])(O)=O.[Na+] (sodium bicarbonate), N1(CCNCC1)C=O (1-piperazinecarboxaldehyde), BrCCC(=O)Cl (3-bromopropionyl chloride). Run in C(Cl)Cl (methylene chloride), C(Cl)Cl (methylene chloride). Reaction conditions: temperature 20 celsius. The product is BrCCC(=O)N1CCN(CC1)C=O (4-(3-Bromopropionyl)-1-piperazinecarboxaldehyde). The yield is 70.7%. As a reaction SMILES: O.C(=O)(O)[O-].[Na+].[N:7]1([CH:13]=[O:14])[CH2:12][CH2:11][NH:10][CH2:9][CH2:8]1.[Br:15][CH2:16][CH2:17][C:18](Cl)=[O:19]>C(Cl)Cl>[Br:15][CH2:16][CH2:17][C:18]([N:10]1[CH2:11][CH2:12][N:7]([CH:13]=[O:14])[CH2:8][CH2:9]1)=[O:19] |f:1.2|. Procedure details: A mixture of 15 ml of water and 25 ml of methylene chloride containing 3.0 g (36 mmole) of sodium bicarbonate and 2.82 g (24.7 mmole) of 1-piperazinecarboxaldehyde is stirred and treated with 5.0 g (30.9 mmole) of 3-bromopropionyl chloride in 10 ml of methylene chloride over a 15 minute period while maintaining a temperature of about 20° C. After stirring for an additional 20 minutes, the organic phase is separated and the aqueous phase is extracted with methylene chloride. The combined organic ... Starting materials: C(#N)C=1C=C2C=CNC2=CC1 (5-cyanoindole), [H-].[Na+] (NaH), O (water), S(=O)(=O)(C1=CC=C(C)C=C1)Cl (tosyl chloride). Run in C1CCOC1 (THF), C1CCOC1 (THF). Reaction conditions: time 10 minute. Yields the product C(#N)C=1C=C2C=CN(C2=CC1)S(=O)(=O)C1=CC=C(C)C=C1 (5-Cyano-N-tosylindole). The yield is 89.7%. As a reaction SMILES: [H-].[Na+].[C:3]([C:5]1[CH:6]=[C:7]2[C:11](=[CH:12][CH:13]=1)[NH:10][CH:9]=[CH:8]2)#[N:4].[S:14](Cl)([C:17]1[CH:23]=[CH:22][C:20]([CH3:21])=[CH:19][CH:18]=1)(=[O:16])=[O:15].O>C1COCC1>[C:3]([C:5]1[CH:6]=[C:7]2[C:11](=[CH:12][CH:13]=1)[N:10]([S:14]([C:17]1[CH:23]=[CH:22][C:20]([CH3:21])=[CH:19][CH:18]=1)(=[O:16])=[O:15])[CH:9]=[CH:8]2)#[N:4] |f:0.1|. Reported procedure: In a 100 mL round-bottom flask was placed NaH (0.4 g, 60% dipersion in mineral oil, 10 mmol) and anhydrous THF (10 mL) was added. To the suspension was added a solution of 5-cyanoindole (1.0 g, 7 mmol) in anhydrous THF (10 mL) by syringe at 0° C. The mixture was stirred for 10 min, and tosyl chloride (1.6 g, 8.4 mmol) was added. After stirring at room temperature for 2 h, water (100 mL) was added. The mixture was extracted with ethyl acetate (3×50 mL), dried (MgSO4), and concentrated. The residu... Starting materials: COC=1C(=CC2=C(C=C(CCC2)C(=O)N2CCN(CC2)C(C2=CC(=C(C(=C2)OC)OC)OC)=O)C1)OC (1-(2,3-dimethoxy-6,7-dihydro-5H-benzocyclohepten-8-ylcarbonyl)-4-(3,4,5-trimethoxybenzoyl)piperazine), [H][H] (hydrogen). Reagents/catalysts: [C].[Pd] (palladium-carbon). Solvent: C(C)O (ethanol). The product is COC=1C(=CC2=C(CCCC(C2)C(=O)N2CCN(CC2)C(C2=CC(=C(C(=C2)OC)OC)OC)=O)C1)OC (1-(2,3-dimethoxy-5,6,7,8-tetrahydrobenzocyclohepten-6-ylcarbonyl)-4-(3,4,5-trimethoxy-benzoyl)piperazine). Reaction SMILES: [CH3:1][O:2][C:3]1[C:4]([O:36][CH3:37])=[CH:5][C:6]2[CH2:12][CH2:11][CH2:10][C:9]([C:13]([N:15]3[CH2:20][CH2:19][N:18]([C:21](=[O:34])[C:22]4[CH:27]=[C:26]([O:28][CH3:29])[C:25]([O:30][CH3:31])=[C:24]([O:32][CH3:33])[CH:23]=4)[CH2:17][CH2:16]3)=[O:14])=[CH:8][C:7]=2[CH:35]=1.[H][H]>C(O)C.[C].[Pd]>[CH3:37][O:36][C:4]1[C:3]([O:2][CH3:1])=[CH:35][C:7]2[CH2:8][CH:9]([C:13]([N:15]3[CH2:20][CH2:19][N:18]([C:21](=[O:34])[C:22]4[CH:23]=[C:24]([O:32][CH3:33])[C:25]([O:30][CH3:31])=[C:26]([O:28][CH3:29])[CH:27]=4)[CH2:17][CH2:16]3)=[O:14])[CH2:10][CH2:11][CH2:12][C:6]=2[CH:5]=1 |f:3.4|. Procedure: To a solution of 1-(2,3-dimethoxy-6,7-dihydro-5H-benzocyclohepten-8-ylcarbonyl)-4-(3,4,5-trimethoxybenzoyl)piperazine (1.0 g) obtained in Example 62 in ethanol (50 ml) is added 10% palladium-carbon (50 mg), followed by catalytic reduction in a stream of hydrogen. The reaction mixture is filtered off, and the filtrate is concentrated under reduced pressure. To the residue is added ether, and the mixture is stirred to obtain 1-(2,3-dimethoxy-5,6,7,8-tetrahydrobenzocyclohepten-6-ylcarbonyl)-4-(3,4,... Reactants: CI (Methyl iodide), [H-].[Na+] (Sodium hydride), CC1=NN=C(O1)C1=CC=C(OC=2C=C(C(=O)OC)C=C(C2)O[C@H]2C(NCC2)=O)C=C1 ((R)-(+)-Methyl 3-(4-(5-methyl-1,3,4-oxadiazol-2-yl)phenoxy)-5-((2-oxopyrrolidin-3-yl)oxy)benzoate), CC1=NN=C(O1)C1=CC=C(OC=2C=C(C(=O)OC)C=C(C2)O[C@H]2C(NCC2)=O)C=C1 ((R)-(+)-Methyl 3-(4-(5-methyl-1,3,4-oxadiazol-2-yl)phenoxy)-5-((2-oxopyrrolidin-3-yl)oxy)benzoate). Run in CN(C)C=O (DMF). Reaction conditions: time 15 minute. Yields the product CC1=NN=C(O1)C1=CC=C(OC=2C=C(C(=O)OC)C=C(C2)O[C@H]2C(N(CC2)C)=O)C=C1 ((R)-(+)-Methyl 3-[4-(5-methyl-1,3,4-oxadiazol-2-yl)phenoxy]-5-[(1-methyl-2-oxo-pyrrolidin-3-yl)oxy]benzoate). RXN SMILES: [H-].[Na+].[CH3:3][C:4]1[O:8][C:7]([C:9]2[CH:32]=[CH:31][C:12]([O:13][C:14]3[CH:15]=[C:16]([CH:21]=[C:22]([O:24][C@@H:25]4[CH2:29][CH2:28][NH:27][C:26]4=[O:30])[CH:23]=3)[C:17]([O:19][CH3:20])=[O:18])=[CH:11][CH:10]=2)=[N:6][N:5]=1.[CH3:33]I>CN(C=O)C>[CH3:3][C:4]1[O:8][C:7]([C:9]2[CH:10]=[CH:11][C:12]([O:13][C:14]3[CH:15]=[C:16]([CH:21]=[C:22]([O:24][C@@H:25]4[CH2:29][CH2:28][N:27]([CH3:33])[C:26]4=[O:30])[CH:23]=3)[C:17]([O:19][CH3:20])=[O:18])=[CH:31][CH:32]=2)=[N:6][N:5]=1 |f:0.1|. Reported procedure: Sodium hydride suspension (0.16 g, 50%) was added to a stirring solution of (R)-(+)-Methyl 3-(4-(5-methyl-1,3,4-oxadiazol-2-yl)phenoxy)-5-((2-oxopyrrolidin-3-yl)oxy)benzoate (1.5 g) (Intermediate 20) in dry DMF taken in a round bottomed flask fitted with anhydrous CaCl2 guard tube, at room temperature. The reaction mixture was stirred at the same temperature for 15 min. Methyl iodide (0.20 mL) was added and stirred till the reaction completed. The reaction mixture was quenched with ice-water, ex... The reactants are FC=1C(=C(C=CC1F)[N+](=O)[O-])CC(C)=O (3,4-Difluoro-2-(2-oxopropyl)nitrobenzene), [BH4-].[Na+] (sodium borohydride), Cl (hydrochloric acid). Solvent: CO (methanol). Run at time 30 minute. Product: FC=1C(=C(C=CC1F)[N+](=O)[O-])CC(C)O (3,4-Difluoro-2-(2-hydroxypropyl)nitrobenzene). Isolated yield 88.0%. As a reaction SMILES: [F:1][C:2]1[C:3]([CH2:12][C:13](=[O:15])[CH3:14])=[C:4]([N+:9]([O-:11])=[O:10])[CH:5]=[CH:6][C:7]=1[F:8].[BH4-].[Na+].Cl>CO>[F:1][C:2]1[C:3]([CH2:12][CH:13]([OH:15])[CH3:14])=[C:4]([N+:9]([O-:11])=[O:10])[CH:5]=[CH:6][C:7]=1[F:8] |f:1.2|. Procedure: 31.2 g (145 mmol) of the compound (148) obtained above was added to 500 ml of methanol, and while cooling on ice, 6.04 g (160 mmol) of sodium borohydride was added to the solution through 5 minutes. After the solution was stirred for 30 minutes as was, the solution was stirred overnight at room temperature. 100 ml of 4N hydrochloric acid was added slowly to the solution and the solution was stirred for 30 minutes at room temperature. Then, the solvent was removed by distillation. The solution wa... The reactants are [Al+3], CCS, COc1ccc2c(Cc3ccc(OC4CCCCC4N4CCCCC4)cc3)c(-c3ccc(OCCN4CCCC4)cc3)sc2c1, [Cl-], [Cl-], [Cl-], CC(Cl)Cl. Yields the product Oc1ccc2c(Cc3ccc(OC4CCCCC4N4CCCCC4)cc3)c(-c3ccc(OCCN4CCCC4)cc3)sc2c1. As a reaction SMILES: [Al+3:50].[CH2:46]([SH:47])[CH3:48].[CH3:1][O:2][c:3]1[cH:4][cH:5][c:6]2[c:7]([s:8][c:9](-[c:31]3[cH:32][cH:33][c:34]([O:37][CH2:38][CH2:39][N:40]4[CH2:41][CH2:42][CH2:43][CH2:44]4)[cH:35][cH:36]3)[c:10]2[CH2:11][c:12]2[cH:13][cH:14][c:15]([O:18][CH:19]3[CH:20]([N:25]4[CH2:26][CH2:27][CH2:28][CH2:29][CH2:30]4)[CH2:21][CH2:22][CH2:23][CH2:24]3)[cH:16][cH:17]2)[cH:45]1.[Cl-:49].[Cl-:51].[Cl-:52].[Cl:53][CH:54]([Cl:55])[CH3:56]>>[OH:2][c:3]1[cH:4][cH:5][c:6]2[c:7]([s:8][c:9](-[c:31]3[cH:32][cH:33][c:34]([O:37][CH2:38][CH2:39][N:40]4[CH2:41][CH2:42][CH2:43][CH2:44]4)[cH:35][cH:36]3)[c:10]2[CH2:11][c:12]2[cH:13][cH:14][c:15]([O:18][CH:19]3[CH:20]([N:25]4[CH2:26][CH2:27][CH2:28][CH2:29][CH2:30]4)[CH2:21][CH2:22][CH2:23][CH2:24]3)[cH:16][cH:17]2)[cH:45]1. Starting materials: CC1=NC=CC=C1OC1=CC(=NC=C1)NC(OC(C)(C)C)=O (tert-Butyl 4-(2-methylpyridin-3-yloxy)pyridin-2-ylcarbamate), FC(C(=O)O)(F)F (Trifluoroacetic acid). Run in ClCCl (dichloromethane). Run at time 3 hour. Product: CC1=NC=CC=C1OC1=CC(=NC=C1)N (4-(2-methylpyridin-3-yloxy)pyridin-2-amine). Yield: 99.7%. RXN SMILES: [CH3:1][C:2]1[C:7]([O:8][C:9]2[CH:14]=[CH:13][N:12]=[C:11]([NH:15]C(=O)OC(C)(C)C)[CH:10]=2)=[CH:6][CH:5]=[CH:4][N:3]=1.FC(F)(F)C(O)=O>ClCCl>[CH3:1][C:2]1[C:7]([O:8][C:9]2[CH:14]=[CH:13][N:12]=[C:11]([NH2:15])[CH:10]=2)=[CH:6][CH:5]=[CH:4][N:3]=1. Procedure: tert-Butyl 4-(2-methylpyridin-3-yloxy)pyridin-2-ylcarbamate (5.5 g, 18.3 mmol) was diluted in dichloromethane (20 mL). Trifluoroacetic acid (20 mL) was added and the reaction was stirred for 3 hours at ambient temperature. The reaction was concentrated, and saturated sodium bicarbonate solution was added to the residue. The aqueous layer was extracted with ethyl acetate and organic layer was dried and concentrated to give the title compound (3.67 g, 99% yield) as light yellow oil. The reactants are C(C)OC(C(CC(C)(C1=CC=CC=C1)C)(O)CC1CCCCC1)=O (2-cyclohexylmethyl-2-hydroxy-4-methyl-4-phenylpentanoic acid-ethyl ester), [H-].[Al+3].[Li+].[H-].[H-].[H-] (lithium aluminum hydride), product. The product is C1(CCCCC1)CC(CO)(CC(C)(C1=CC=CC=C1)C)O (2-Cyclohexylmethyl-4-methyl-4-phenyl-1,2-pentanediol). Reaction SMILES: C([O:3][C:4](=O)[C:5]([CH2:17][CH:18]1[CH2:23][CH2:22][CH2:21][CH2:20][CH2:19]1)([OH:16])[CH2:6][C:7]([CH3:15])([C:9]1[CH:14]=[CH:13][CH:12]=[CH:11][CH:10]=1)[CH3:8])C.[H-].[Al+3].[Li+].[H-].[H-].[H-]>>[CH:18]1([CH2:17][C:5]([OH:16])([CH2:6][C:7]([CH3:8])([C:9]2[CH:10]=[CH:11][CH:12]=[CH:13][CH:14]=2)[CH3:15])[CH2:4][OH:3])[CH2:19][CH2:20][CH2:21][CH2:22][CH2:23]1 |f:1.2.3.4.5.6|. Procedure: Analogously to Example 1, 290 mg of 2-cyclohexylmethyl-2-hydroxy-4-methyl-4-phenylpentanoic acid-ethyl ester is converted with 76 mg of lithium aluminum hydride into 160 mg of product. Reactants: CCOC(C)=O, Cc1cc(Nc2nccc(C(F)(F)F)n2)cc(-c2cnc(C3=CCSCC3)s2)c1. The product is Cc1cc(Nc2nccc(C(F)(F)F)n2)cc(-c2cnc(C3CCSCC3)s2)c1. RXN SMILES: [CH3:30][CH2:31][O:32][C:33]([CH3:34])=[O:35].[S:1]1[CH2:2][CH2:3][C:4]([c:7]2[s:8][c:9](-[c:12]3[cH:13][c:14]([NH:19][c:20]4[n:21][cH:22][cH:23][c:24]([C:26]([F:27])([F:28])[F:29])[n:25]4)[cH:15][c:16]([CH3:18])[cH:17]3)[cH:10][n:11]2)=[CH:5][CH2:6]1>>[S:1]1[CH2:2][CH2:3][CH:4]([c:7]2[s:8][c:9](-[c:12]3[cH:13][c:14]([NH:19][c:20]4[n:21][cH:22][cH:23][c:24]([C:26]([F:27])([F:28])[F:29])[n:25]4)[cH:15][c:16]([CH3:18])[cH:17]3)[cH:10][n:11]2)[CH2:5][CH2:6]1. The reactants are C(C1=CC=CC=C1)N1C2C(NCC1CC2)=O (8-Benzyl-3,8-diaza-bicyclo[3.2.1]octan-2-one), [H-].[H-].[H-].[H-].[Li+].[Al+3] (LiAlH4), N (NH3), [OH-].[Na+] (NaOH). Solvent: C1CCOC1 (THF), C1CCOC1 (THF), O (H2O), O (H2O). Run at time 2 hour. Product: C(C1=CC=CC=C1)N1C2CNCC1CC2 (8-Benzyl-3,8-diaza-bicyclo[3.2.1]octane). As a reaction SMILES: [CH2:1]([N:8]1[CH:13]2[CH2:14][CH2:15][CH:9]1[C:10](=O)[NH:11][CH2:12]2)[C:2]1[CH:7]=[CH:6][CH:5]=[CH:4][CH:3]=1.[H-].[H-].[H-].[H-].[Li+].[Al+3].[OH-].[Na+].N>C1COCC1.O>[CH2:1]([N:8]1[CH:13]2[CH2:14][CH2:15][CH:9]1[CH2:10][NH:11][CH2:12]2)[C:2]1[CH:3]=[CH:4][CH:5]=[CH:6][CH:7]=1 |f:1.2.3.4.5.6,7.8|. Procedure: The product of Example 1E (2.88 g, 13.3 mmol) in 40 mL THF was added via cannula to a mixture of LiAlH4 (1.52 g, 39.9 mmol) in 40 mL THF at 0° C. After the addition was complete, the reaction mixture was allowed to warm to ambient temperature and stir for 2 h. The mixture was warmed to reflux and stirred for 1 h. The reaction was cooled to 0° C. then 1.5 mL H2O, 1.5 mL 15% NaOH and 4.5 mL H2O were added sequentially to quench the reaction. The material was filtered, the residue was washed with E...